From a dataset of the Open Reaction Database (ORD), a public repository of structured organic reaction records. describe an organic reaction: reactants, conditions, products, and yield Starting materials: C([O-])([O-])=O.[K+].[K+] (potassium carbonate), CI (methyl iodide), FC=1C=C2C(C(=CN(C2=C(C1F)OC)NC=O)C(=O)OCC)=O (ethyl 6,7-difluoro-1-(formylamino)-8-methoxy-1,4-dihydro-4-oxoquinoline-3-carboxylate). The solvent is CN(C=O)C (dimethylformamide). Conditions: time 3 hour. Product: FC=1C=C2C(C(=CN(C2=C(C1F)OC)NCC=O)C(=O)OCC)=O (ethyl 6,7-difluoro-1-(N-formylmethylamino)-8-methoxy-1,4-dihydro-4-oxoquinoline-3-carboxylate). Yield: 81.6%. RXN SMILES: [F:1][C:2]1[CH:3]=[C:4]2[C:9](=[C:10]([O:13][CH3:14])[C:11]=1[F:12])[N:8]([NH:15][CH:16]=O)[CH:7]=[C:6]([C:18]([O:20][CH2:21][CH3:22])=[O:19])[C:5]2=[O:23].[C:24](=O)([O-])[O-:25].[K+].[K+].CI>CN(C)C=O>[F:1][C:2]1[CH:3]=[C:4]2[C:9](=[C:10]([O:13][CH3:14])[C:11]=1[F:12])[N:8]([NH:15][CH2:16][CH:24]=[O:25])[CH:7]=[C:6]([C:18]([O:20][CH2:21][CH3:22])=[O:19])[C:5]2=[O:23] |f:1.2.3|. Procedure: The whole (0.0018 mole) of the ethyl 6,7-difluoro-1-(formylamino)-8-methoxy-1,4-dihydro-4-oxoquinoline-3-carboxylate (XVI) [prepared as described in Step (D2) above] was dissolved in 8 ml of dimethylformamide. 0.51 g (0.0037 mole) of potassium carbonate and 0.78 g (0.0052 mole) of methyl iodide were then added to the solution, and the mixture was stirred at room temperature for 3 hours. At the end of this time, the solvent was distilled from the mixture under reduced pressure. The residue was ex... Reactants: O=C1NC2=C(OC[C@@H]1NC(OC(C)(C)C)=O)C=CC=C2 ((S)-tert-butyl 4-oxo-2,3,4,5-tetrahydrobenzo[b][1,4]oxazepin-3-ylcarbamate), BrC=1C=C2C=CC(=C(C2=CC1)CCl)OC (6-bromo-1-(chloromethyl)-2-methoxynaphthalene), C(=O)([O-])[O-].[Cs+].[Cs+] (Cs2CO3), [Na+].[I-] (NaI). The solvent is CN(C)C=O (DMF), O (H2O). Reaction conditions: time 22 hour. Product: BrC=1C=C2C=CC(=C(C2=CC1)CN1C2=C(OC[C@@H](C1=O)NC(OC(C)(C)C)=O)C=CC=C2)OC ((S)-tert-butyl 5-((6-bromo-2-methoxynaphthalen-1-yl)methyl)-4-oxo-2,3,4,5-tetrahydrobenzo[b][1,4]oxazepin-3-ylcarbamate). Yield: 67.5%. RXN SMILES: [O:1]=[C:2]1[C@@H:8]([NH:9][C:10](=[O:16])[O:11][C:12]([CH3:15])([CH3:14])[CH3:13])[CH2:7][O:6][C:5]2[CH:17]=[CH:18][CH:19]=[CH:20][C:4]=2[NH:3]1.[Br:21][C:22]1[CH:23]=[C:24]2[C:29](=[CH:30][CH:31]=1)[C:28]([CH2:32]Cl)=[C:27]([O:34][CH3:35])[CH:26]=[CH:25]2.C([O-])([O-])=O.[Cs+].[Cs+].[Na+].[I-]>CN(C=O)C.O>[Br:21][C:22]1[CH:23]=[C:24]2[C:29](=[CH:30][CH:31]=1)[C:28]([CH2:32][N:3]1[C:2](=[O:1])[C@@H:8]([NH:9][C:10](=[O:16])[O:11][C:12]([CH3:15])([CH3:14])[CH3:13])[CH2:7][O:6][C:5]3[CH:17]=[CH:18][CH:19]=[CH:20][C:4]1=3)=[C:27]([O:34][CH3:35])[CH:26]=[CH:25]2 |f:2.3.4,5.6|. Reported procedure: A mixture of (S)-tert-butyl 4-oxo-2,3,4,5-tetrahydrobenzo[b][1,4]oxazepin-3-ylcarbamate (1.412 g, 5.07 mmol), 6-bromo-1-(chloromethyl)-2-methoxynaphthalene (1.59 g, 5.58 mmol), Cs2CO3 (1.98 g, 6.09 mmol), and NaI (913 mg, 6.09 mmol) in DMF (16.9 mL) was stirred at RT for 22 h, diluted with H2O and extracted with EtOAc. The combined extracts were washed with brine, dried over Na2SO4 and. The filtrate was concentrated to give a residue that was purified by silica gel chromatography to give (S)-ter... As a reaction SMILES: ClC1[C:7]([C:8](F)(F)F)=[C:6](OC)[CH:5]=[CH:4]N=1.Cl.C([O:22][C:23]1[CH:28]=[CH:27][C:26]([C:29]2[N:34]([CH3:35])[C:33](=[O:36])[N:32]([CH2:37][O:38][CH2:39]C[Si](C)(C)C)[C:31](=[O:45])[C:30]=2[CH3:46])=[C:25](C)[CH:24]=1)C1C=CC=CC=1.[CH3:48]O>>[CH2:39]([O:38][CH2:37][N:32]1[C:31](=[O:45])[C:30]([CH3:46])=[C:29]([C:26]2[CH:27]=[CH:28][C:23]([OH:22])=[CH:24][CH:25]=2)[N:34]([CH3:35])[C:33]1=[O:36])[C:4]1[CH:5]=[CH:6][CH:7]=[CH:8][CH:48]=1. Starting materials: ClC1=NC=CC(=C1C(F)(F)F)OC (2-chloro-4-methoxy-3-(trifluoromethyl)pyridine), CO (methanol), Cl (hydrogen chloride), C(C1=CC=CC=C1)OC1=CC(=C(C=C1)C1=C(C(N(C(N1C)=O)COCC[Si](C)(C)C)=O)C)C (6-[4-(benzyloxy)-2-methylphenyl]-1,5-dimethyl-3-{[2-(trimethylsilyl)ethoxy]methyl}pyrimidine-2,4(1H,3H)-dione). The product is C(C1=CC=CC=C1)OCN1C(N(C(=C(C1=O)C)C1=CC=C(C=C1)O)C)=O (3-[(benzyloxy)methyl]-6-(4-hydroxyphenyl)-1,5-dimethylpyrimidine-2,4(1H,3H)-dione). Reported procedure: In this case, reaction with the chloropyridine was carried out using tris(dibenzylideneacetone)dipalladium(0), 4,5-bis(diphenylphosphino)-9,9-dimethylxanthene (Xantphos) and potassium tert-butoxide in toluene at elevated temperature. 2. Compound C11 was reacted with (4-hydroxyphenyl)boronic acid, under the conditions described for the synthesis of C12 in Example 5, to provide 1-ethyl-6-(4-hydroxyphenyl)-5-methyl-3-{[2-(trimethylsilyl)ethoxy]methyl}pyrimidine-2,4(1H,3H)-dione. 3. Compound C18 was... Isolated yield 31.2%. Procedure details: A mixture of 5-chloropyrimidin-2-one (587 mg) and crude 3-bromoacetylfuran (2.00 g, ca. 4.5 mmol, based on purity ca. 40% by 1H n.m.r; contaminated with 3-dibromoacetylfuran and diethyl ether) in triethylamine (0.95 ml) and ethanol (25 ml) was stirred at room temperature. After 45 min with solvent was removed and the residue triturated with ethyl acetate. The resulting solid was collected and retriturated with water. This gave a buff solid which was crystallised from ethyl acetate to give the ti... Starting materials: ClC=1C=NC(NC1)=O (5-chloropyrimidin-2-one), BrCC(=O)C1=COC=C1 (3-bromoacetylfuran). The product is ClC=1C=NC(N(C1)CC(=O)C1=COC=C1)=O (5-Chloro-1-(3-furoylmethyl)pyrimidin-2-one). Run in C(C)N(CC)CC (triethylamine), C(C)O (ethanol). Reaction SMILES: [Cl:1][C:2]1[CH:3]=[N:4][C:5](=[O:8])[NH:6][CH:7]=1.Br[CH2:10][C:11]([C:13]1[CH:17]=[CH:16][O:15][CH:14]=1)=[O:12]>C(N(CC)CC)C.C(O)C>[Cl:1][C:2]1[CH:3]=[N:4][C:5](=[O:8])[N:6]([CH2:10][C:11]([C:13]2[CH:17]=[CH:16][O:15][CH:14]=2)=[O:12])[CH:7]=1. The reactants are CCOCCOc1ccccc1OB([O-])[O-], CN(Cc1ccc(NC(=O)C2=Cc3cc(Br)ccc3S(=O)(=O)CC2)cc1)C1CCOCC1, O=C([O-])[O-], CCO, [K+], [K+], O, O, Cc1ccccc1. The product is CCOCCOc1ccccc1-c1ccc2c(c1)C=C(C(=O)Nc1ccc(CN(C)C3CCOCC3)cc1)CCS2(=O)=O. Reaction SMILES: [B:44]([O-:45])([O-:58])[O:59][c:46]1[c:47]([O:52][CH2:53][CH2:54][O:55][CH2:56][CH3:57])[cH:48][cH:49][cH:50][cH:51]1.[Br:1][c:2]1[cH:3][cH:4][c:5]2[c:6]([cH:32]1)[CH:7]=[C:8]([C:14](=[O:15])[NH:16][c:17]1[cH:18][cH:19][c:20]([CH2:23][N:24]([CH:25]3[CH2:26][CH2:27][O:28][CH2:29][CH2:30]3)[CH3:31])[cH:21][cH:22]1)[CH2:9][CH2:10][S:11]2(=[O:12])=[O:13].[C:60](=[O:61])([O-:62])[O-:63].[CH2:34]([OH:35])[CH3:36].[K+:64].[K+:65].[OH2:33].[OH2:66].[c:37]1([CH3:38])[cH:39][cH:40][cH:41][cH:42][cH:43]1>>[c:2]1(-[c:46]2[c:47]([O:52][CH2:53][CH2:54][O:55][CH2:56][CH3:57])[cH:48][cH:49][cH:50][cH:51]2)[cH:3][cH:4][c:5]2[c:6]([cH:32]1)[CH:7]=[C:8]([C:14](=[O:15])[NH:16][c:17]1[cH:18][cH:19][c:20]([CH2:23][N:24]([CH:25]3[CH2:26][CH2:27][O:28][CH2:29][CH2:30]3)[CH3:31])[cH:21][cH:22]1)[CH2:9][CH2:10][S:11]2(=[O:12])=[O:13]. Starting materials: COC=1C=C2C=C(C=NC2=CC1)C[C@H](N)C(=O)O (3-(6-methoxy-3-quinolyl)alanine), Br (hydrobromic acid), [OH-].[Na+] (sodium hydroxide). Reaction conditions: time 8 hour. Product: OC=1C=C2C=C(C=NC2=CC1)C[C@H](N)C(=O)O (3-(6-Hydroxy-3-quinolyl)alanine). Isolated yield 33.4%. Reaction SMILES: C[O:2][C:3]1[CH:4]=[C:5]2[C:10](=[CH:11][CH:12]=1)[N:9]=[CH:8][C:7]([CH2:13][C@@H:14]([C:16]([OH:18])=[O:17])[NH2:15])=[CH:6]2.Br.[OH-].[Na+]>>[OH:2][C:3]1[CH:4]=[C:5]2[C:10](=[CH:11][CH:12]=1)[N:9]=[CH:8][C:7]([CH2:13][C@@H:14]([C:16]([OH:18])=[O:17])[NH2:15])=[CH:6]2 |f:2.3|. Reported procedure: A mixture of 0.18 g (0.74 mmol) of 3-(6-methoxy-3-quinolyl)alanine and 5.4 mL of 48% hydrobromic acid was stirred at 85°-90° C. overnight. The reaction mixture was cooled to room temperature and neutralized to pH 7.0 with 1N sodium hydroxide solution, then was concentrated under reduced pressure to give a brown solid. After filtration, the solid product was washed with a small amount of cold water and ethyl ether and then was dried in vacuo to give 57.4 mg (33.4%) of the title compound of the fo...